From a dataset of the Open Reaction Database (ORD), a public repository of structured organic reaction records. describe an organic reaction: reactants, conditions, products, and yield Reactants: CC(=O)Cl, CSc1nc(N)nc(N2CCc3ccccc3CC2)c1C#N, c1ccncc1. The product is CSc1nc(NC(C)=O)nc(N2CCc3ccccc3CC2)c1C#N. RXN SMILES: [C:23]([CH3:24])(=[O:25])[Cl:26].[NH2:1][c:2]1[n:3][c:4]([N:12]2[CH2:13][CH2:14][c:15]3[c:16]([cH:19][cH:20][cH:21][cH:22]3)[CH2:17][CH2:18]2)[c:5]([C:10]#[N:11])[c:6]([S:8][CH3:9])[n:7]1.[cH:27]1[cH:28][cH:29][n:30][cH:31][cH:32]1>>[NH:1]([c:2]1[n:3][c:4]([N:12]2[CH2:13][CH2:14][c:15]3[c:16]([cH:19][cH:20][cH:21][cH:22]3)[CH2:17][CH2:18]2)[c:5]([C:10]#[N:11])[c:6]([S:8][CH3:9])[n:7]1)[C:23]([CH3:24])=[O:25]. Reactants: [N-]=[N+]=NCC=C1CCN(C(=O)C(O)(c2ccccc2)C2CCC(F)(F)C2)CC1, C1CCOC1, c1ccc(P(c2ccccc2)c2ccccc2)cc1. Yields the product NCC=C1CCN(C(=O)C(O)(c2ccccc2)C2CCC(F)(F)C2)CC1. Reaction SMILES: [N:1](=[N+:2]=[N-:3])[CH2:4][CH:5]=[C:6]1[CH2:7][CH2:8][N:9]([C:12]([C:13]([c:14]2[cH:15][cH:16][cH:17][cH:18][cH:19]2)([OH:20])[CH:21]2[CH2:22][C:23]([F:26])([F:27])[CH2:24][CH2:25]2)=[O:28])[CH2:10][CH2:11]1.[O:48]1[CH2:49][CH2:50][CH2:51][CH2:52]1.[c:29]1([P:30]([c:31]2[cH:32][cH:33][cH:34][cH:35][cH:36]2)[c:37]2[cH:38][cH:39][cH:40][cH:41][cH:42]2)[cH:43][cH:44][cH:45][cH:46][cH:47]1>>[NH2:1][CH2:4][CH:5]=[C:6]1[CH2:7][CH2:8][N:9]([C:12]([C:13]([c:14]2[cH:15][cH:16][cH:17][cH:18][cH:19]2)([OH:20])[CH:21]2[CH2:22][C:23]([F:26])([F:27])[CH2:24][CH2:25]2)=[O:28])[CH2:10][CH2:11]1. The reactants are OC1(CCC(CC1)=O)C1=NC(=CC=C1)OC (4-hydroxy-4-(6-methoxy-pyridin-2-yl)-cyclohexanone), N1CC(C1)NC(=O)CNC(C1=CC(=CC=C1)C(F)(F)F)=O (N-(azetidin-3-ylcarbamoylmethyl)-3-trifluoromethyl-benzamide). The product is OC1(CCC(CC1)N1CC(C1)NC(=O)CNC(C1=CC(=CC=C1)C(F)(F)F)=O)C1=NC(=CC=C1)OC (N-({1-[4-Hydroxy-4-(6-methoxy-pyridin-2-yl)-cyclohexyl]-azetidin-3-ylcarbamoyl}-methyl)-3-trifluoromethyl-benzamide). RXN SMILES: [OH:1][C:2]1([C:9]2[CH:14]=[CH:13][CH:12]=[C:11]([O:15][CH3:16])[N:10]=2)[CH2:7][CH2:6][C:5](=O)[CH2:4][CH2:3]1.[NH:17]1[CH2:20][CH:19]([NH:21][C:22]([CH2:24][NH:25][C:26](=[O:37])[C:27]2[CH:32]=[CH:31][CH:30]=[C:29]([C:33]([F:36])([F:35])[F:34])[CH:28]=2)=[O:23])[CH2:18]1>>[OH:1][C:2]1([C:9]2[CH:14]=[CH:13][CH:12]=[C:11]([O:15][CH3:16])[N:10]=2)[CH2:7][CH2:6][CH:5]([N:17]2[CH2:20][CH:19]([NH:21][C:22]([CH2:24][NH:25][C:26](=[O:37])[C:27]3[CH:32]=[CH:31][CH:30]=[C:29]([C:33]([F:36])([F:34])[F:35])[CH:28]=3)=[O:23])[CH2:18]2)[CH2:4][CH2:3]1. Reported procedure: The title compounds were prepared as white solids from reductive amination of 4-hydroxy-4-(6-methoxy-pyridin-2-yl)-cyclohexanone, as prepared in the previous step, and N-(azetidin-3-ylcarbamoylmethyl)-3-trifluoromethyl-benzamide using the procedure described in Step E of Example 1. The reactants are CC=1C=NNC1 (4-methylpyrazole), S(O)(O)(=O)=O (sulfuric acid), FC(F)(F)I (trifluoromethyl iodide), OO (hydrogen peroxide). Reagents/catalysts: [CH-]1C=CC=C1.[CH-]1C=CC=C1.[Fe+2] (ferrocene). The solvent is CS(=O)C (dimethyl sulfoxide), CS(=O)C (dimethyl sulfoxide), CS(=O)C (dimethyl sulfoxide). Product: CC=1C(=NNC1)C(F)(F)F (4-methyl-3-trifluoromethylpyrazole). Isolated yield 45.0%. Reaction SMILES: [CH3:1][C:2]1[CH:3]=[N:4][NH:5][CH:6]=1.S(=O)(=O)(O)O.[F:12][C:13](I)([F:15])[F:14].OO>[CH-]1C=CC=C1.[CH-]1C=CC=C1.[Fe+2].CS(C)=O>[CH3:1][C:2]1[C:3]([C:13]([F:15])([F:14])[F:12])=[N:4][NH:5][CH:6]=1 |f:4.5.6|. Procedure details: 0.047 g (0.25 mmol) of ferrocene was weighed and placed in a two-neck flask and the atmosphere in the flask was replaced with argon. The following materials were added thereinto: 0.07 ml (0.88 mmol) of 4-methylpyrazole, 1.7 ml of dimethyl sulfoxide, 1.7 ml of a 1 N dimethyl sulfoxide solution of sulfuric acid, 0.7 ml of a 3.0 mol/l dimethyl sulfoxide solution of trifluoromethyl iodide and 0.15 ml of a 30% hydrogen peroxide aqueous solution, and the mixture was stirred for 20 minutes. During the ... Reactants: C1(CCCCC1)N1C(=NC2=C1C=CC(=C2)C(=O)O)C=2C=C1C=CC(=NC1=CC2)C2=CC(=CC=C2C2=CC(=C(C=C2)OC)OC)C(=O)N2CCCC2 (1-Cyclohexyl-2-{2-[3′,4′-dimethoxy-4-(pyrrolidine-1-carbonyl)biphen-2-yl]quinolin-6-yl}-1H-benzimidazole-5-carboxylic acid), [N+](=O)([O-])C1=CC=C(C=C1)B(O)O (4-nitrophenylboronic acid). Product: C1(CCCCC1)N1C(=NC2=C1C=CC(=C2)C(=O)O)C=2C=C1C=CC(=NC1=CC2)C2=CC(=CC=C2C2=CC=C(C=C2)[N+](=O)[O-])C(=O)N2CCCC2 (1-cyclohexyl-2-{2-[4′-nitro-4-(pyrrolidine-1-carbonyl)biphen-2-yl]quinolin-6-yl}-1H-benzimidazole-5-carboxylic acid). Reaction SMILES: [CH:1]1([N:7]2[C:11]3[CH:12]=[CH:13][C:14]([C:16]([OH:18])=[O:17])=[CH:15][C:10]=3[N:9]=[C:8]2[C:19]2[CH:20]=[C:21]3[C:26](=[CH:27][CH:28]=2)[N:25]=[C:24]([C:29]2[C:34](C4C=CC(OC)=C(OC)C=4)=[CH:33][CH:32]=[C:31]([C:45]([N:47]4[CH2:51][CH2:50][CH2:49][CH2:48]4)=[O:46])[CH:30]=2)[CH:23]=[CH:22]3)[CH2:6][CH2:5][CH2:4][CH2:3][CH2:2]1.[N+:52]([C:55]1[CH:60]=[CH:59][C:58](B(O)O)=[CH:57][CH:56]=1)([O-:54])=[O:53]>>[CH:1]1([N:7]2[C:11]3[CH:12]=[CH:13][C:14]([C:16]([OH:18])=[O:17])=[CH:15][C:10]=3[N:9]=[C:8]2[C:19]2[CH:20]=[C:21]3[C:26](=[CH:27][CH:28]=2)[N:25]=[C:24]([C:29]2[C:34]([C:58]4[CH:59]=[CH:60][C:55]([N+:52]([O-:54])=[O:53])=[CH:56][CH:57]=4)=[CH:33][CH:32]=[C:31]([C:45]([N:47]4[CH2:51][CH2:50][CH2:49][CH2:48]4)=[O:46])[CH:30]=2)[CH:23]=[CH:22]3)[CH2:6][CH2:5][CH2:4][CH2:3][CH2:2]1. Procedure details: The title compound (5.2 mg yield) was prepared as described for Compound 419 using 4-nitrophenylboronic acid in place of 3,4-dimethoxyphenylboronic acid. The reactants are C([O-])(O)=O.[Na+] (sodium bicarbonate), NC1=CC(=C(C=C1Cl)C(=O)N1CCOCC1)C ((4-amino-5-chloro-2-methylphenyl)(morpholino)methanone), ClC1=NC=C(C(=N1)NC)C(F)(F)F (2-chloro-N-methyl-5-(trifluoromethyl)pyrimidin-4-amine), C1(=CC=C(C=C1)S(=O)(=O)O)C (para-toluene sulfonic acid). Run in C(Cl)Cl (DCM), O1CCOCC1 (dioxane). Reaction conditions: temperature 100 celsius. Product: ClC=1C(=CC(=C(C1)C(=O)N1CCOCC1)C)NC1=NC=C(C(=N1)NC)C(F)(F)F ((5-chloro-2-methyl-4-(4-(methylamino)-5-(trifluoromethyl)pyrimidin-2-ylamino)phenyl)(morpholino)methanone). Isolated yield 53.3%. RXN SMILES: [NH2:1][C:2]1[C:7]([Cl:8])=[CH:6][C:5]([C:9]([N:11]2[CH2:16][CH2:15][O:14][CH2:13][CH2:12]2)=[O:10])=[C:4]([CH3:17])[CH:3]=1.Cl[C:19]1[N:24]=[C:23]([NH:25][CH3:26])[C:22]([C:27]([F:30])([F:29])[F:28])=[CH:21][N:20]=1.C1(C)C=CC(S(O)(=O)=O)=CC=1.C(=O)(O)[O-].[Na+]>O1CCOCC1.C(Cl)Cl>[Cl:8][C:7]1[C:2]([NH:1][C:19]2[N:24]=[C:23]([NH:25][CH3:26])[C:22]([C:27]([F:30])([F:28])[F:29])=[CH:21][N:20]=2)=[CH:3][C:4]([CH3:17])=[C:5]([C:9]([N:11]2[CH2:16][CH2:15][O:14][CH2:13][CH2:12]2)=[O:10])[CH:6]=1 |f:3.4|. Procedure: A mixture of (4-amino-5-chloro-2-methylphenyl)(morpholino)methanone (79 mg, 0.31 mmol), 2-chloro-N-methyl-5-(trifluoromethyl)pyrimidin-4-amine (66 mg, 0.31 mmol) and para-toluene sulfonic acid (59 mg, 0.31 mmol) in dioxane (4 mL) was heated to 100° C. for 4 h. Saturated aqueous sodium bicarbonate solution (10 mL) and DCM (10 mL) were added and the organic phase was passed through a hydrophobic frit. The solvent was removed in vacuo and the residue was purified by reversed phase HPLC to give (5-c... Starting materials: [H][H] (hydrogen), ClC=1C=C(C=C2CN(C(C12)=O)CC1=CC=C(C=C1)OC(F)(F)F)C#CCN(C)C (7-chloro-5-(3-dimethylamino-prop-1-ynyl)-2-(4-trifluoromethoxy-benzyl)-2,3-dihydro-isoindol-1-one), C(Cl)(Cl)Cl.CO (CHCl3 MeOH). Reagents/catalysts: [C].[Pd] (palladium-carbon). The solvent is C(C)O (ethanol). The product is ClC=1C=C(C=C2CN(C(C12)=O)CC1=CC=C(C=C1)OC(F)(F)F)CCCN(C)C (7-chloro-5-(3-dimethylamino-propyl)-2-(4-trifluoromethoxy-benzyl)-2,3-dihydro-isoindol-1-one). Isolated yield 48.8%. Reaction SMILES: [Cl:1][C:2]1[CH:3]=[C:4]([C:24]#[C:25][CH2:26][N:27]([CH3:29])[CH3:28])[CH:5]=[C:6]2[C:10]=1[C:9](=[O:11])[N:8]([CH2:12][C:13]1[CH:18]=[CH:17][C:16]([O:19][C:20]([F:23])([F:22])[F:21])=[CH:15][CH:14]=1)[CH2:7]2.[H][H].C(Cl)(Cl)Cl.CO>C(O)C.[C].[Pd]>[Cl:1][C:2]1[CH:3]=[C:4]([CH2:24][CH2:25][CH2:26][N:27]([CH3:29])[CH3:28])[CH:5]=[C:6]2[C:10]=1[C:9](=[O:11])[N:8]([CH2:12][C:13]1[CH:14]=[CH:15][C:16]([O:19][C:20]([F:21])([F:22])[F:23])=[CH:17][CH:18]=1)[CH2:7]2 |f:2.3,5.6|. Reported procedure: A mixture of 7-chloro-5-(3-dimethylamino-prop-1-ynyl)-2-(4-trifluoromethoxy-benzyl)-2,3-dihydro-isoindol-1-one (0.102 g, 0.24 mmol) and 10% palladium-carbon (0.015 g) in ethanol (25 mL) was reduced under 45 p.s.i. hydrogen. Workup and silica gel column chromatography using 5:1 CHCl3-MeOH afforded 7-chloro-5-(3-dimethylamino-propyl)-2-(4-trifluoromethoxy-benzyl)-2,3-dihydro-isoindol-1-one (0.050 g, 50%). 1H NMR (300 MHz, CDCl3): δ (ppm) 1.84 (m, 2H), 2.4 (s, 6H), 2.48 (t, 2H), 2.72 (t, 2H), 4.22 ... Reactants: C(C=C)(=O)OCC(COC(C=C)=O)(COC(C=C)=O)CO (pentaerythritol triacrylate), C=CC1=CC=CC=C1.C1(\C=C/C(=O)O1)=O (styrene maleic acid anhydride), polymethyl methacrylate. Product: CCOCCO (ethyl cellosolve), partial hydrolysed product, C(C=C)(=O)O.C(C=C)(=O)O.C(C=C)(=O)O.C(O)C(CC)(CO)CO (trimethylolpropane triacrylate). As a reaction SMILES: [C:1]([O:5][CH2:6][C:7]([CH2:20][OH:21])([CH2:14][O:15][C:16](=O)[CH:17]=C)[CH2:8][O:9]C(=O)C=C)(=[O:4])[CH:2]=[CH2:3].[CH2:22]=CC1C=CC=CC=1.C1(=O)[O:35][C:33](=[O:34])[CH:32]=[CH:31]1>>[CH3:7][CH2:14][O:15][CH2:16][CH2:17][OH:34].[C:1]([OH:5])(=[O:4])[CH:2]=[CH2:3].[C:33]([OH:35])(=[O:34])[CH:32]=[CH2:31].[C:1]([OH:5])(=[O:4])[CH:2]=[CH2:3].[CH2:20]([C:7]([CH2:8][OH:9])([CH2:14][OH:15])[CH2:6][CH3:22])[OH:21] |f:1.2,4.5.6.7|. Reported procedure: Into 1.8 liters of ethyl cellosolve, 90 g of polymer obtained by the addition reaction of pentaerythritol triacrylate to the partial alcoholysis product of copolymer of styrene/maleic acid anhydride (styright CM-2L manufactured by Sankyo Chemical Co., Ltd.), 10 g of partial hydrolysed product of polymethyl methacrylate and 100 g of trimethylolpropane triacrylate were dissolved followed by adding the initiator of 2 g of compound a-1, 16 g of compound b-1 and 6 g of compound c-1 and 1.5 g of the c... Reactants: [BH4-], O=C1NC(C(=O)c2ccccc2)CO1, CCO, [Cl-], [NH4+], [Na+]. Product: O=C1NC(C(O)c2ccccc2)CO1. RXN SMILES: [BH4-:15].[C:1]([c:2]1[cH:3][cH:4][cH:5][cH:6][cH:7]1)(=[O:8])[CH:9]1[NH:10][C:11](=[O:14])[O:12][CH2:13]1.[CH3:19][CH2:20][OH:21].[Cl-:17].[NH4+:18].[Na+:16]>>[CH:1]([c:2]1[cH:3][cH:4][cH:5][cH:6][cH:7]1)([OH:8])[CH:9]1[NH:10][C:11](=[O:14])[O:12][CH2:13]1. The product is COCc1c(C(=O)OC(C)C)ncc2[nH]c3cccc(Oc4ccccc4)c3c12. Reaction SMILES: [CH2:1]([CH3:2])[O:3][C:4](=[O:5])[c:6]1[n:7][cH:8][c:9]2[nH:10][c:11]3[cH:12][cH:13][cH:14][c:15]([O:22][c:23]4[cH:24][cH:25][cH:26][cH:27][cH:28]4)[c:16]3[c:17]2[c:18]1[CH2:19][O:20][CH3:21].[CH:29]([OH:30])([CH3:31])[CH3:32]>>[CH:1]([CH3:2])([O:3][C:4](=[O:5])[c:6]1[n:7][cH:8][c:9]2[nH:10][c:11]3[cH:12][cH:13][cH:14][c:15]([O:22][c:23]4[cH:24][cH:25][cH:26][cH:27][cH:28]4)[c:16]3[c:17]2[c:18]1[CH2:19][O:20][CH3:21])[CH3:29]. The reactants are CCOC(=O)c1ncc2[nH]c3cccc(Oc4ccccc4)c3c2c1COC, CC(C)O.